From a dataset of the Open Reaction Database (ORD), a public repository of structured organic reaction records. describe an organic reaction: reactants, conditions, products, and yield Starting materials: C([O-])([O-])=O.[Na+].[Na+] (sodium carbonate), Cl.CNO (N-methylhydroxylamine hydrochloride), C(CCCCC)(=O)Cl (Hexanoylchloride). The solvent is CO (methanol). Product: CN(O)C(CCCCC)=O (N-methyl-hexanohydroxamic acid). RXN SMILES: [C:1](Cl)(=[O:7])[CH2:2][CH2:3][CH2:4][CH2:5][CH3:6].C(=O)([O-])[O-].[Na+].[Na+].Cl.[CH3:16][NH:17][OH:18]>CO>[CH3:16][N:17]([C:1](=[O:7])[CH2:2][CH2:3][CH2:4][CH2:5][CH3:6])[OH:18] |f:1.2.3,4.5|. Procedure: Hexanoylchloride (g, 0.1 mole) is added dropwise with stirring and ice-cooling to a mixture of sodium carbonate (10.6 g, 0.1 mole) and N-methylhydroxylamine hydrochloride (8.35 g, 0.1 mole) in methanol (60 ml), the temperature being kept at less than 5° C. After stirring for a further 30 minutes the mixture is filtered and the solvent is removed using a rotary evaporator. The resultant residue is re-filtered and the residue distilled in vacuo to yield N-methyl-hexanohydroxamic acid as an oil, b.... The reactants are N#Cc1ccc(F)c2ccccc12, N#Cc1ccc(N2CCC(O)(c3ccccc3)CC2)c2ccccc12, c1ccc(NCC2CCCN2)cc1. The product is N#Cc1ccc(N2CCCC2CNc2ccccc2)c2ccccc12. Reaction SMILES: [C:26]([c:27]1[c:28]2[c:29]([cH:30][cH:31][cH:32][cH:33]2)[c:34]([F:35])[cH:36][cH:37]1)#[N:38].[OH:1][C:2]1([c:20]2[cH:21][cH:22][cH:23][cH:24][cH:25]2)[CH2:3][CH2:4][N:5]([c:8]2[cH:9][cH:10][c:11]([C:18]#[N:19])[c:12]3[cH:13][cH:14][cH:15][cH:16][c:17]23)[CH2:6][CH2:7]1.[c:39]1([NH:45][CH2:46][CH:47]2[CH2:48][CH2:49][CH2:50][NH:51]2)[cH:40][cH:41][cH:42][cH:43][cH:44]1>>[CH2:2]1[CH2:3][CH2:4][N:5]([c:8]2[cH:9][cH:10][c:11]([C:18]#[N:19])[c:12]3[cH:13][cH:14][cH:15][cH:16][c:17]23)[CH:6]1[CH2:7][NH:45][c:39]1[cH:40][cH:41][cH:42][cH:43][cH:44]1.